Task: describe an organic reaction: reactants, conditions, products, and yield. Dataset: the Open Reaction Database (ORD), a public repository of structured organic reaction records Reactants: O (water), anhydride, NC1=NN(CC1)C1=CC(=CC=C1)C(F)(F)F (3-Amino-1-(3-trifluoromethylphenyl)-2-pyrazoline), C(C)(=O)OC(C)=O (acetic anhydride). Solvent: C(=O)O (formic acid). Product: C(=O)NC1=NN(CC1)C1=CC(=CC=C1)C(F)(F)F (3-Formamido-1-(3-trifluoromethylphenyl)-2-pyrazoline), solid. As a reaction SMILES: [NH2:1][C:2]1[CH2:6][CH2:5][N:4]([C:7]2[CH:12]=[CH:11][CH:10]=[C:9]([C:13]([F:16])([F:15])[F:14])[CH:8]=2)[N:3]=1.[C:17](OC(=O)C)(=[O:19])C.O>C(O)=O>[CH:17]([NH:1][C:2]1[CH2:6][CH2:5][N:4]([C:7]2[CH:12]=[CH:11][CH:10]=[C:9]([C:13]([F:14])([F:16])[F:15])[CH:8]=2)[N:3]=1)=[O:19]. Procedure details: 3-Amino-1-(3-trifluoromethylphenyl)-2-pyrazoline (1.907 g) (prepared as described in European Pat. No. 0022570) was dissolved in formic acid (20 ml). The solution was stirred at 60° and acetic anhydride (2.4 ml) added dropwise. The mixture was heated for 1 hour at 60° and then poured into water and stirred to decompose the residual excess anhydride. 3-Formamido-1-(3-trifluoromethylphenyl)-2-pyrazoline resulted as a crystalline solid m.p. 128°-129°. Starting materials: CC1([C@@H](CCC1)N)C ((R)-2,2-dimethylcyclopentylamine), C(N)(=O)C1=C(C=2N(N=C1)C=C(C2)C(=O)OCC)Cl (ethyl 3-carbamoyl-4-chloropyrrolo[1,2-b]pyridazine-6-carboxylate), ClC=1C=2N(N=CC1C(=O)N)C=C(C2)Cl (4, 6-dichloropyrrolo[1,2-b]pyridazine-3-carboxamide). Product: C(N)(=O)C1=C(C=2N(N=C1)C=C(C2)C(=O)OCC)N[C@H]2C(CCC2)(C)C ((R)-Ethyl 3-carbamoyl-4-((2,2-dimethylcyclopentyl)amino)pyrrolo[1,2-b]pyridazine-6-carboxylate). RXN SMILES: [CH3:1][C:2]1([CH3:8])[CH2:6][CH2:5][CH2:4][C@H:3]1[NH2:7].[C:9]([C:12]1[CH:17]=[N:16][N:15]2[CH:18]=[C:19]([C:21]([O:23][CH2:24][CH3:25])=[O:22])[CH:20]=[C:14]2[C:13]=1Cl)(=[O:11])[NH2:10].ClC1C2N(C=C(Cl)C=2)N=CC=1C(N)=O>>[C:9]([C:12]1[CH:17]=[N:16][N:15]2[CH:18]=[C:19]([C:21]([O:23][CH2:24][CH3:25])=[O:22])[CH:20]=[C:14]2[C:13]=1[NH:7][C@@H:3]1[CH2:4][CH2:5][CH2:6][C:2]1([CH3:8])[CH3:1])(=[O:11])[NH2:10]. Procedure: Prepared by reacting (R)-2,2-dimethylcyclopentylamine with ethyl 3-carbamoyl-4-chloropyrrolo[1,2-b]pyridazine-6-carboxylate (Preparation 4) according to the procedure described in Step 5 of Intermediate 4. HPLC (condition B): retention time=3.67 min. LCMS (condition E): m/z 345+ve. 1H NMR (400 MHz, MeOD) δ ppm 10.86 (1 H, br. s.), 8.20 (1 H, s), 8.01 (1 H, d, J=1.76 Hz), 7.38 (1 H, d, J=1.54 Hz), 4.27-4.43 (2 H, m), 4.13-4.29 (1 H, m), 2.29-2.46 (1 H, m), 1.58-1.92 (5 H, m), 1.38 (3 H, t, J=7.15... Starting materials: [BH4-], C1CCOC1, COc1cc(N2CCN(C(=O)Cn3nc(C(F)(F)F)c(Cl)c3C)CC2)c(C=O)cc1Cl, [Na+]. Yields the product COc1cc(N2CCN(C(=O)Cn3nc(C(F)(F)F)c(Cl)c3C)CC2)c(CO)cc1Cl. Reaction SMILES: [BH4-:32].[CH2:34]1[O:35][CH2:36][CH2:37][CH2:38]1.[Cl:1][c:2]1[c:3]([O:30][CH3:31])[cH:4][c:5]([N:10]2[CH2:11][CH2:12][N:13]([C:16]([CH2:17][n:18]3[n:19][c:20]([C:25]([F:26])([F:27])[F:28])[c:21]([Cl:24])[c:22]3[CH3:23])=[O:29])[CH2:14][CH2:15]2)[c:6]([CH:7]=[O:8])[cH:9]1.[Na+:33]>>[Cl:1][c:2]1[c:3]([O:30][CH3:31])[cH:4][c:5]([N:10]2[CH2:11][CH2:12][N:13]([C:16]([CH2:17][n:18]3[n:19][c:20]([C:25]([F:26])([F:27])[F:28])[c:21]([Cl:24])[c:22]3[CH3:23])=[O:29])[CH2:14][CH2:15]2)[c:6]([CH2:7][OH:8])[cH:9]1. Yields the product COC(=O)c1cc(-c2ccnn2C)c(Cl)s1. The reactants are COC(=O)c1cc(Br)c(Cl)s1, O=C([O-])[O-], C1COCCO1, Cn1nccc1B1OC(C)(C)C(C)(C)O1, ClCCl, [K+], [K+], O. As a reaction SMILES: [Br:22][c:23]1[cH:24][c:25]([C:29](=[O:30])[O:31][CH3:32])[s:26][c:27]1[Cl:28].[C:16](=[O:17])([O-:18])[O-:19].[CH2:33]1[O:34][CH2:35][CH2:36][O:37][CH2:38]1.[CH3:1][n:2]1[n:3][cH:4][cH:5][c:6]1[B:7]1[O:8][C:9]([CH3:10])([CH3:11])[C:12]([CH3:13])([CH3:14])[O:15]1.[Cl:40][CH2:41][Cl:42].[K+:20].[K+:21].[OH2:39]>>[CH3:1][n:2]1[n:3][cH:4][cH:5][c:6]1-[c:23]1[cH:24][c:25]([C:29](=[O:30])[O:31][CH3:32])[s:26][c:27]1[Cl:28]. Starting materials: C(C1=CC=CC=C1)OCC(CO)(O)C (Benzyloxymethyl-1-methylethane-1,2-diol), [H-].[Na+] (sodium hydride), 1h, C(C1=CC=CC=C1)Cl (benzyl chloride). Solvent: CN(C=O)C (dimethyl formamide). Conditions: time 15 minute. The product is C(C1=CC=CC=C1)OCC(COCC1=CC=CC=C1)(C)OCC1=CC=CC=C1 (1,2,3-tribenzyloxy-2-methylpropane). Reaction SMILES: [CH2:1]([O:8][CH2:9][C:10]([CH3:14])([OH:13])[CH2:11][OH:12])[C:2]1[CH:7]=[CH:6][CH:5]=[CH:4][CH:3]=1.[H-].[Na+].[CH2:17](Cl)[C:18]1[CH:23]=[CH:22][CH:21]=[CH:20][CH:19]=1>CN(C)C=O>[CH2:1]([O:8][CH2:9][C:10]([O:13][CH2:1][C:2]1[CH:7]=[CH:6][CH:5]=[CH:4][CH:3]=1)([CH3:14])[CH2:11][O:12][CH2:17][C:18]1[CH:23]=[CH:22][CH:21]=[CH:20][CH:19]=1)[C:2]1[CH:7]=[CH:6][CH:5]=[CH:4][CH:3]=1 |f:1.2|. Reported procedure: 1 Benzyloxymethyl-1-methylethane-1,2-diol (2g) in dimethyl formamide (25 ml) was treated with a slight excess of sodium hydride (0.6g) at ambient temperature for 1h, then 90° for 15 mins. The product was then treated with benzyl chloride (4g) and 1,2,3-tribenzyloxy-2-methylpropane was isolated by evaporation of the solvent followed by chromatography on silica gel eluted with 9/1 methylene chloride/ether. The desired product was a colourless oil whose structure was confirmed by n.m.r. The reactants are C(C)NCC=1SC=C(N1)C1=C(C=C2C(C(=CN(C2=C1F)CCF)C(=O)O)=O)F (7-[2-[(ethylamino)methyl]-4-thiazolyl]-6,8-difluoro-1-(2-fluoroethyl)-1,4-dihydro-4-oxo-3-quinolinecarboxylic acid), ( 35f ), ( 35e ), NCC=1SC=C(N1)C=1C(=CC2=C3N(C(COC31)C)C=C(C2=O)C(=O)O)F (10-[2-(aminomethyl)-4-thiazolyl]-9-fluoro-2,3-dihydro-3-methyl-7-oxo-7H-pyrido[1,2,3-de]-1,4-benzoxazine-6-carboxylic acid). Product: FC=1C=C2C(C(=CN(C2=C(C1C=1N=C(SC1)CNC)F)CCF)C(=O)O)=O (6,8-difluoro-1-(2-fluoroethyl)-1,4-dihydro-7-[2[(methylamino)methyl]-4-thiazolyl]-4-oxo-3-quinolinecarboxylic acid). Reaction SMILES: [CH2:1]([NH:3][CH2:4][C:5]1[S:6][CH:7]=[C:8]([C:10]2[C:19]([F:20])=[C:18]3[C:13]([C:14](=[O:27])[C:15]([C:24]([OH:26])=[O:25])=[CH:16][N:17]3[CH2:21][CH2:22][F:23])=[CH:12][C:11]=2[F:28])[N:9]=1)C.NCC1SC=C(C2C(F)=CC3C(=O)C(C(O)=O)=CN4C(C)COC=2C=34)N=1>>[F:28][C:11]1[CH:12]=[C:13]2[C:18](=[C:19]([F:20])[C:10]=1[C:8]1[N:9]=[C:5]([CH2:4][NH:3][CH3:1])[S:6][CH:7]=1)[N:17]([CH2:21][CH2:22][F:23])[CH:16]=[C:15]([C:24]([OH:26])=[O:25])[C:14]2=[O:27]. Reported procedure: 7-[2-[(ethylamino)methyl]-4-thiazolyl]-6,8-difluoro-1-(2-fluoroethyl)-1,4-dihydro-4-oxo-3-quinolinecarboxylic acid, mp 197°-201° C. (35e), and 10-[2-(aminomethyl)-4-thiazolyl]-9-fluoro-2,3-dihydro-3-methyl-7-oxo-7H-pyrido[1,2,3-de]-1,4-benzoxazine-6-carboxylic acid, mp 229°-231° C. (35f).